Dataset: the Open Reaction Database (ORD), a public repository of structured organic reaction records. Task: describe an organic reaction: reactants, conditions, products, and yield Starting materials: C(=O)(O)[O-].[Na+] (NaHCO3), CI (methyl iodide), C(C1=CC=CC=C1)(=O)C1=CC=C(NCCCC(=O)O)C=C1 (4-(4-benzoylanilino)butyric acid). Run in CN(C)C=O (DMF). Run at temperature 80 celsius, time 3 hour. The product is CN(C1=CC=C(C=C1)C(C1=CC=CC=C1)=O)CCCC(=O)O (4-(N-Methyl-4-benzoylanilino)butyric acid). RXN SMILES: [C:1]([C:9]1[CH:21]=[CH:20][C:12]([NH:13][CH2:14][CH2:15][CH2:16][C:17]([OH:19])=[O:18])=[CH:11][CH:10]=1)(=[O:8])[C:2]1[CH:7]=[CH:6][CH:5]=[CH:4][CH:3]=1.[C:22]([O-])(O)=O.[Na+].CI>CN(C=O)C>[CH3:22][N:13]([CH2:14][CH2:15][CH2:16][C:17]([OH:19])=[O:18])[C:12]1[CH:20]=[CH:21][C:9]([C:1](=[O:8])[C:2]2[CH:3]=[CH:4][CH:5]=[CH:6][CH:7]=2)=[CH:10][CH:11]=1 |f:1.2|. Procedure: 1.41 g (0.05 mole) of 4-(4-benzoylanilino)butyric acid are dissolved in 15 ml of DMF, and 0.84 g of NaHCO3 (0.01 mole) and 1.42 g (0.01 mole) of methyl iodide are added, and the mixture is stirred at 80° C. for about 3 h. It is then poured onto ice-water, the mixture is extracted with ethyl acetate, the organic phase is dried with MgSO4, and the solvent is evaporated off in vacuo. The residue is chromatographed on silica gel using n-hexane/ethyl acetate as eluent. The oily product is immediately... As a reaction SMILES: [CH3:2][c:3]1[cH:4][cH:5][c:6]([S:7]([O:8][CH2:13][CH:14]2[O:15][c:16]3[c:17]([cH:19][c:20](-[c:24]4[c:25]([CH3:30])[cH:26][cH:27][cH:28][cH:29]4)[cH:21][c:22]3[F:23])[CH2:18]2)(=[O:9])=[O:10])[cH:11][cH:12]1.[CH3:31][NH2:32].[ClH:1]>>[CH2:13]([CH:14]1[O:15][c:16]2[c:17]([cH:19][c:20](-[c:24]3[c:25]([CH3:30])[cH:26][cH:27][cH:28][cH:29]3)[cH:21][c:22]2[F:23])[CH2:18]1)[NH:32][CH3:31]. Yields the product CNCC1Cc2cc(-c3ccccc3C)cc(F)c2O1. Starting materials: Cc1ccc(S(=O)(=O)OCC2Cc3cc(-c4ccccc4C)cc(F)c3O2)cc1, CN, Cl. The reactants are C1(CC1)CN(C=1C=C(C=C2C=C(NC12)C(=O)OCC)OCCOC)S(=O)(=O)C1=NC=CC=C1 (ethyl 7-[(cyclopropylmethyl)(pyridin-2-ylsulfonyl)amino]-5-(2-methoxyethoxy)-1H-indole-2-carboxylate), C(C)O (ethanol), [OH-].[Na+] (sodium hydroxide). The solvent is O1CCCC1 (tetrahydrofuran). Run at temperature 50 celsius, time 5 hour. Product: C1(CC1)CN(C=1C=C(C=C2C=C(NC12)C(=O)O)OCCOC)S(=O)(=O)C1=NC=CC=C1 (7-[(cyclopropylmethyl)(pyridin-2-ylsulfonyl)amino]-5-(2-methoxyethoxy)-1H-indole-2-carboxylic acid). Isolated yield 103.0%. As a reaction SMILES: [CH:1]1([CH2:4][N:5]([S:25]([C:28]2[CH:33]=[CH:32][CH:31]=[CH:30][N:29]=2)(=[O:27])=[O:26])[C:6]2[CH:7]=[C:8]([O:20][CH2:21][CH2:22][O:23][CH3:24])[CH:9]=[C:10]3[C:14]=2[NH:13][C:12]([C:15]([O:17]CC)=[O:16])=[CH:11]3)[CH2:3][CH2:2]1.C(O)C.[OH-].[Na+]>O1CCCC1>[CH:1]1([CH2:4][N:5]([S:25]([C:28]2[CH:33]=[CH:32][CH:31]=[CH:30][N:29]=2)(=[O:27])=[O:26])[C:6]2[CH:7]=[C:8]([O:20][CH2:21][CH2:22][O:23][CH3:24])[CH:9]=[C:10]3[C:14]=2[NH:13][C:12]([C:15]([OH:17])=[O:16])=[CH:11]3)[CH2:3][CH2:2]1 |f:2.3|. Procedure: To a mixture of ethyl 7-[(cyclopropylmethyl)(pyridin-2-ylsulfonyl)amino]-5-(2-methoxyethoxy)-1H-indole-2-carboxylate (650 mg), ethanol (10 mL) and tetrahydrofuran (10 mL) was added 2N aqueous sodium hydroxide solution (3.43 mL) at room temperature, and the mixture was stirred at 50° C. for 5 hr. The reaction mixture was concentrated under reduced pressure, and the residue was diluted with ethyl acetate and 1N aqueous hydrochloric acid. The organic layer was washed with saturated brine, dried ove... Reactants: C(#N)C1=CC=C(C=C1)NC1=C(C(=NC(=C1)C)C)[N+](=O)[O-] (4-(4-cyanophenyl)amino-2,6-dimethyl-3-nitropyridine). The reagents and catalysts are [Pd] (palladium on charcoal). Run in ClCCl (dichloromethane), C(C)O (ethanol). Yields the product NC=1C(=NC(=CC1NC1=CC=C(C=C1)C#N)C)C (3-Amino-4(4-cyanophenyl)amino-2,6-dimethylpyridine). The yield is 94.8%. RXN SMILES: [C:1]([C:3]1[CH:8]=[CH:7][C:6]([NH:9][C:10]2[CH:15]=[C:14]([CH3:16])[N:13]=[C:12]([CH3:17])[C:11]=2[N+:18]([O-])=O)=[CH:5][CH:4]=1)#[N:2]>ClCCl.C(O)C.[Pd]>[NH2:18][C:11]1[C:12]([CH3:17])=[N:13][C:14]([CH3:16])=[CH:15][C:10]=1[NH:9][C:6]1[CH:7]=[CH:8][C:3]([C:1]#[N:2])=[CH:4][CH:5]=1. Procedure details: A solution of 4-(4-cyanophenyl)amino-2,6-dimethyl-3-nitropyridine (5.00 g, 18.6 mmol) in a mixture of dichloromethane (20 ml) and ethanol (100 ml) was hydrogenated at 20° C. over 10% palladium on charcoal (500 mg) at 138 kPa (20 p.s.i.) for 3 hours. The catalyst was filtered off and the solvents were removed under reduced pressure to give the title compound as a brown solid (4.20 g, 94%). The reactants are CC(=O)O[BH-](OC(C)=O)OC(C)=O, CCO, [Na+], CCOC(=O)COc1cccc(CNCCn2cc(C(c3ccccc3)c3ccccc3)ccc2=O)c1. Product: CCOC(=O)COc1cccc(CN(C)CCn2cc(C(c3ccccc3)c3ccccc3)ccc2=O)c1. Reaction SMILES: [C:38]([O:39][BH-:40]([O:41][C:42](=[O:43])[CH3:44])[O:45][C:46](=[O:47])[CH3:48])(=[O:49])[CH3:50].[CH3:52][CH2:53][OH:54].[Na+:51].[c:1]1([CH:7]([c:8]2[cH:9][cH:10][c:11](=[O:31])[n:12]([CH2:14][CH2:15][NH:16][CH2:17][c:18]3[cH:19][c:20]([O:21][CH2:22][C:23](=[O:24])[O:25][CH2:26][CH3:27])[cH:28][cH:29][cH:30]3)[cH:13]2)[c:32]2[cH:33][cH:34][cH:35][cH:36][cH:37]2)[cH:2][cH:3][cH:4][cH:5][cH:6]1>>[c:1]1([CH:7]([c:8]2[cH:9][cH:10][c:11](=[O:31])[n:12]([CH2:14][CH2:15][N:16]([CH2:17][c:18]3[cH:19][c:20]([O:21][CH2:22][C:23](=[O:24])[O:25][CH2:26][CH3:27])[cH:28][cH:29][cH:30]3)[CH3:38])[cH:13]2)[c:32]2[cH:33][cH:34][cH:35][cH:36][cH:37]2)[cH:2][cH:3][cH:4][cH:5][cH:6]1.